Dataset: the Open Reaction Database (ORD), a public repository of structured organic reaction records. Task: describe an organic reaction: reactants, conditions, products, and yield Starting materials: COc1cc(Nc2ncc3c(C)nc(-c4cccc(Br)c4)n3n2)cc(OC)c1OC, CC(C)(C)P(c1ccccc1-c1ccccc1)C(C)(C)C, C1COCCO1, CC(C)(C)[O-], [Na+], Nc1ccc(-n2ccnc2)cc1. Yields the product COc1cc(Nc2ncc3c(C)nc(-c4cccc(Nc5ccc(-n6ccnc6)cc5)c4)n3n2)cc(OC)c1OC. Reaction SMILES: [Br:1][c:2]1[cH:3][c:4](-[c:8]2[n:9][c:10]([CH3:30])[c:11]3[cH:12][n:13][c:14]([NH:17][c:18]4[cH:19][c:20]([O:28][CH3:29])[c:21]([O:26][CH3:27])[c:22]([O:24][CH3:25])[cH:23]4)[n:15][n:16]23)[cH:5][cH:6][cH:7]1.[C:43]([P:44]([C:45]([CH3:46])([CH3:47])[CH3:48])[c:49]1[cH:50][cH:51][cH:52][cH:53][c:54]1-[c:55]1[cH:56][cH:57][cH:58][cH:59][cH:60]1)([CH3:61])([CH3:62])[CH3:63].[CH2:70]1[O:71][CH2:72][CH2:73][O:74][CH2:75]1.[CH3:64][C:65]([CH3:66])([O-:67])[CH3:68].[Na+:69].[n:31]1(-[c:36]2[cH:37][cH:38][c:39]([NH2:40])[cH:41][cH:42]2)[cH:32][n:33][cH:34][cH:35]1>>[c:2]1([NH:40][c:39]2[cH:38][cH:37][c:36](-[n:31]3[cH:32][n:33][cH:34][cH:35]3)[cH:42][cH:41]2)[cH:3][c:4](-[c:8]2[n:9][c:10]([CH3:30])[c:11]3[cH:12][n:13][c:14]([NH:17][c:18]4[cH:19][c:20]([O:28][CH3:29])[c:21]([O:26][CH3:27])[c:22]([O:24][CH3:25])[cH:23]4)[n:15][n:16]23)[cH:5][cH:6][cH:7]1. Yields the product Cl, Nc1cn(-c2ccccc2)nc1-c1ccc([N+](=O)[O-])o1. Reactants: Cl, O=C=Nc1cn(-c2ccccc2)nc1-c1ccc([N+](=O)[O-])o1, O=C(O)C1(c2ccc([N+](=O)[O-])o2)C=NN(c2ccccc2)C1, [N-]=[N+]=[N-], C1COCCO1. Reaction SMILES: [ClH:48].[N+:26](=[O:27])([O-:28])[c:29]1[cH:30][cH:31][c:32](-[c:34]2[n:35][n:36](-[c:42]3[cH:43][cH:44][cH:45][cH:46][cH:47]3)[cH:37][c:38]2[N:39]=[C:40]=[O:41])[o:33]1.[N+:4]([c:5]1[o:6][c:7]([C:8]2([C:9]([OH:10])=[O:11])[CH2:12][N:13]([c:14]3[cH:15][cH:16][cH:17][cH:18][cH:19]3)[N:20]=[CH:21]2)[cH:22][cH:23]1)([O-:24])=[O:25].[N-:1]=[N+:2]=[N-:3].[O:49]1[CH2:50][CH2:51][O:52][CH2:53][CH2:54]1>>[ClH:48].[N+:26](=[O:27])([O-:28])[c:29]1[cH:30][cH:31][c:32](-[c:34]2[n:35][n:36](-[c:42]3[cH:43][cH:44][cH:45][cH:46][cH:47]3)[cH:37][c:38]2[NH2:39])[o:33]1.